This data is from the Open Reaction Database (ORD), a public repository of structured organic reaction records. The task is: describe an organic reaction: reactants, conditions, products, and yield The reactants are O1CCC(CC1)N1CCC(CC1)NC=1C(=CC=C(C1)OCC(F)(F)F)N (N2-[1-(Tetrahydro-2H-pyran-4-yl)-4-piperidinyl]-4-[(2,2,2-trifluoroethyl)oxy]-1,2-benzenediamine), C(C)(C)N(C(C)C)CC (N,N-diisopropylethylamine), ClC(=O)OCC (ethyl chloroformate). Solvent: O1CCCC1 (tetrahydrofuran). Conditions: temperature 150 celsius. The product is Cl.O1CCC(CC1)N1CCC(CC1)N1C(NC2=C1C=C(C=C2)OCC(F)(F)F)=O (1-[1-(Tetrahydro-2H-pyran-4-yl)-4-piperidinyl]-6-[(2,2,2-trifluoroethyl)oxy]-1,3-dihydro-2H-benzimidazol-2-one hydrochloride). Reaction SMILES: [O:1]1[CH2:6][CH2:5][CH:4]([N:7]2[CH2:12][CH2:11][CH:10]([NH:13][C:14]3[C:15]([NH2:26])=[CH:16][CH:17]=[C:18]([O:20][CH2:21][C:22]([F:25])([F:24])[F:23])[CH:19]=3)[CH2:9][CH2:8]2)[CH2:3][CH2:2]1.C(N(CC)C(C)C)(C)C.[Cl:36][C:37](OCC)=[O:38]>O1CCCC1>[ClH:36].[O:1]1[CH2:6][CH2:5][CH:4]([N:7]2[CH2:8][CH2:9][CH:10]([N:13]3[C:14]4[CH:19]=[C:18]([O:20][CH2:21][C:22]([F:24])([F:23])[F:25])[CH:17]=[CH:16][C:15]=4[NH:26][C:37]3=[O:38])[CH2:11][CH2:12]2)[CH2:3][CH2:2]1 |f:4.5|. Reported procedure: A stirred solution of N2-[1-(tetrahydro-2H-pyran-4-yl)-4-piperidinyl]-4-[(2,2,2-trifluoroethyl)oxy]-1,2-benzenediamine (D57, 95 mg, 0.25 mmol) in tetrahydrofuran (5 ml) at room temperature under argon was treated with N,N-diisopropylethylamine (100 mg, 0.78 mmol) followed by ethyl chloroformate (33 mg, 0.30 mmol) and maintained for 3 days. The mixture was concentrated under vacuum and the residue treated with dimethylformamide (5 ml) and heated at 150° C. under argon for 7 hrs. The solution was ... The reactants are CNOC, Cl, C1CCOC1, c1ccncc1, O=C(O)c1noc2ccccc12. The product is CON(C)C(=O)c1noc2ccccc12. Reaction SMILES: [CH3:14][NH:15][O:16][CH3:17].[ClH:13].[O:24]1[CH2:25][CH2:26][CH2:27][CH2:28]1.[cH:18]1[cH:19][cH:20][n:21][cH:22][cH:23]1.[o:1]1[n:2][c:3]([C:10](=[O:11])[OH:12])[c:4]2[c:5]1[cH:6][cH:7][cH:8][cH:9]2>>[o:1]1[n:2][c:3]([C:10](=[O:12])[N:15]([CH3:14])[O:16][CH3:17])[c:4]2[c:5]1[cH:6][cH:7][cH:8][cH:9]2. Starting materials: CCOC(=O)c1nnc(CNC(=O)OC(C)(C)C)o1, C1CCOC1, CN. The product is CNC(=O)c1nnc(CNC(=O)OC(C)(C)C)o1. As a reaction SMILES: [CH2:1]([O:2][C:4](=[O:5])[c:6]1[o:7][c:8]([CH2:11][NH:12][C:13](=[O:14])[O:15][C:16]([CH3:17])([CH3:18])[CH3:19])[n:9][n:10]1)[CH3:3].[CH2:22]1[O:23][CH2:24][CH2:25][CH2:26]1.[CH3:20][NH2:21]>>[C:4](=[O:5])([c:6]1[o:7][c:8]([CH2:11][NH:12][C:13](=[O:14])[O:15][C:16]([CH3:17])([CH3:18])[CH3:19])[n:9][n:10]1)[NH:21][CH3:20]. Reported procedure: A solution of 8.9 g (0.1 mol) of sarcosine and 8 g (0.2 mol) of sodium hydroxide in 40 ml of water was added to a suspension of 23.35 g (0.1 mol) of lauric N-chloramide in 200 ml of water. While the reaction mixture was heated to 50° C., acyl urea separates from the suspension in the form of flocks and was isolated by filtration to yield 17 g (86% yield) of N-n-undecyl-N'-lauroyl urea of the formula ##STR19## having a melting point of 104°-106° C. 105° C.; 108° C.; (literature: Jefreys, Am. 22, ... Starting materials: acyl urea, N(C)CC(=O)O (sarcosine), [OH-].[Na+] (sodium hydroxide), ClNC(CCCCCCCCCCC)=O (lauric N-chloramide). Conditions: temperature 50 celsius. RXN SMILES: [NH:1]([CH2:3][C:4](O)=O)[CH3:2].[OH-:7].[Na+].Cl[NH:10][C:11](=[O:23])[CH2:12][CH2:13][CH2:14][CH2:15][CH2:16][CH2:17][CH2:18][CH2:19][CH2:20][CH2:21][CH3:22]>O>[CH2:3]([NH:1][C:2]([NH:10][C:11](=[O:23])[CH2:12][CH2:13][CH2:14][CH2:15][CH2:16][CH2:17][CH2:18][CH2:19][CH2:20][CH2:21][CH3:22])=[O:7])[CH2:4][CH2:11][CH2:12][CH2:13][CH2:14][CH2:15][CH2:16][CH2:17][CH2:18][CH3:19] |f:1.2|. Isolated yield 85.7%. Run in O (water), O (water). Yields the product C(CCCCCCCCCC)NC(=O)NC(CCCCCCCCCCC)=O (N-n-undecyl-N'-lauroyl urea). Starting materials: C(C1=CC=CC=C1)OC(=O)C1N2C(C[C@H]2OC1=C1C(OC(C1)CI)=O)=O ((5R)-3-(5-Iodomethyl-2-oxo-dihydro-furan-3-ylidene)-7-oxo-4-oxa-1-aza-bicyclo[3.2.0]heptane-2-carboxylic acid benzyl ester), C1(=CC=CC=C1)C.COC(C)(C)C (toluene t-butyl methyl ether). The reagents and catalysts are [Pd] (Pd/C), [Pd] (Pd/C). The solvent is C(C)(=O)OCC (ethyl acetate), C(C)(=O)OCC (ethyl acetate). Conditions: time 30 minute. Yields the product C(C1=CC=CC=C1)OC(=O)C1N2C(C[C@H]2OC1=C1C(OC(C1)C)=O)=O ((5R)-3-(5-Methyl-2-oxo-dihydro-furan-3-ylidene)-7-oxo-4-oxa-1-aza-bicyclo[3.2.0]heptane-2-carboxylic acid benzyl ester). Reaction SMILES: [CH2:1]([O:8][C:9]([CH:11]1[C:17](=[C:18]2[CH2:22][CH:21]([CH2:23]I)[O:20][C:19]2=[O:25])[O:16][C@H:15]2[N:12]1[C:13](=[O:26])[CH2:14]2)=[O:10])[C:2]1[CH:7]=[CH:6][CH:5]=[CH:4][CH:3]=1.C1(C)C=CC=CC=1.COC(C)(C)C>C(OCC)(=O)C.[Pd]>[CH2:1]([O:8][C:9]([CH:11]1[C:17](=[C:18]2[CH2:22][CH:21]([CH3:23])[O:20][C:19]2=[O:25])[O:16][C@H:15]2[N:12]1[C:13](=[O:26])[CH2:14]2)=[O:10])[C:2]1[CH:3]=[CH:4][CH:5]=[CH:6][CH:7]=1 |f:1.2|. Procedure details: A mixture of 1800 mg of 10% Pd/C and 390 ml of ethyl acetate is stirred at room temperature under hydrogen atmosphere for 30 minutes. A solution of the compound of Example 41 (800 mg) in 10 ml of ethyl acetate is introduced with a syringe, and stirring is continued under hydrogen atmosphere. At time points of 1 hour 20 minutes, 2 hour 40 minutes, 4 hour and 5 hour 35 minutes further amounts of 1800 mg 10% Pd/C each are added. After a total reaction time of 6 hours 50 minutes, the mixture is filt...